This data is from the Open Reaction Database (ORD), a public repository of structured organic reaction records. The task is: describe an organic reaction: reactants, conditions, products, and yield Reactants: C(=O)(C(F)(F)F)O (TFA), S1C(=NC2=C1C=CC=C2)NC(=O)C=2C=CC=C1CCN(CC21)C=2SC(=C(N2)C(=O)O)CCCOC2=CC=C(C=C2)C2=CSC=C2C#N (2-[8-(Benzothiazol-2-ylcarbamoyl)-3,4-dihydro-1H-isoquinolin-2-yl]-5-{3-[4-(4-cyano-thiophen-3-yl)-phenoxy]-propyl}-thiazole-4-carboxylic acid), CN1CCN(CC1)C1=CC=C(C=C1)O (4-(4-methylpiperazin-1-yl)phenol). Yields the product S1C(=NC2=C1C=CC=C2)NC(=O)C=2C=CC=C1CCN(CC21)C=2SC(=C(N2)C(=O)O)CCCOC2=CC=C(C=C2)N2CCN(CC2)C (2-[8-(Benzothiazol-2-ylcarbamoyl)-3,4-dihydro-1H-isoquinolin-2-yl]-5-{3-[4-(4-methyl-piperazin-1-yl)-phenoxy]-propyl}-thiazole-4-carboxylic acid). As a reaction SMILES: C(O)(C(F)(F)F)=O.[S:8]1[C:12]2[CH:13]=[CH:14][CH:15]=[CH:16][C:11]=2[N:10]=[C:9]1[NH:17][C:18]([C:20]1[CH:21]=[CH:22][CH:23]=[C:24]2[C:29]=1[CH2:28][N:27]([C:30]1[S:31][C:32]([CH2:38][CH2:39][CH2:40][O:41][C:42]3[CH:47]=[CH:46][C:45](C4C(C#N)=CSC=4)=[CH:44][CH:43]=3)=[C:33]([C:35]([OH:37])=[O:36])[N:34]=1)[CH2:26][CH2:25]2)=[O:19].[CH3:55][N:56]1[CH2:61][CH2:60][N:59](C2C=CC(O)=CC=2)[CH2:58][CH2:57]1>>[S:8]1[C:12]2[CH:13]=[CH:14][CH:15]=[CH:16][C:11]=2[N:10]=[C:9]1[NH:17][C:18]([C:20]1[CH:21]=[CH:22][CH:23]=[C:24]2[C:29]=1[CH2:28][N:27]([C:30]1[S:31][C:32]([CH2:38][CH2:39][CH2:40][O:41][C:42]3[CH:47]=[CH:46][C:45]([N:59]4[CH2:60][CH2:61][N:56]([CH3:55])[CH2:57][CH2:58]4)=[CH:44][CH:43]=3)=[C:33]([C:35]([OH:37])=[O:36])[N:34]=1)[CH2:26][CH2:25]2)=[O:19]. Reported procedure: The title compound 82 was prepared as a TFA salt in a similar manner to the synthesis of compound 51 by substituting compound 51A with compound 82A: 1H NMR (DMSO-d6): δ 12.90 (s, 1H), 9.58 (s, 1H), 8.04 (d, J=7.63 Hz, 2H), 7.80 (d, J=7.93 Hz, 2H), 7.67 (d, J=7.63 Hz, 1H), 7.35-7.50 (m, 4H), 6.90-6.92 (m, 2H), 6.82-6.85 (m, 2H), 4.83 (s, 2H), 3.91 (t, J=6.26 Hz, 2H), 3.14-3.17 (m, 2H), 3.03 (t, J=5.95 Hz, 2.82-2.86 (m, 5H), 1.94-2.00 (m, 2H). ESI (+)/MS: 669 (M+H)+.